From a dataset of the Open Reaction Database (ORD), a public repository of structured organic reaction records. describe an organic reaction: reactants, conditions, products, and yield The reactants are Cl (hydrochloric acid), [H-].[Na+] (sodium hydride), C(C)(C)I (isopropyl iodide), COC(=O)C1C(CCC1)=O (2-methoxycarbonylcylopentanone). The solvent is CN(C=O)C (dimethylformamide). Conditions: time 3.5 hour. The product is C(C)(C)C1(C(CCC1)=O)C(=O)OC (methyl 1-isopropyl-2-oxocylopentanecarboxylate). As a reaction SMILES: [H-].[Na+].[CH3:3][O:4][C:5]([CH:7]1[CH2:11][CH2:10][CH2:9][C:8]1=[O:12])=[O:6].[CH:13](I)([CH3:15])[CH3:14].Cl>CN(C)C=O>[CH:13]([C:7]1([C:5]([O:4][CH3:3])=[O:6])[CH2:11][CH2:10][CH2:9][C:8]1=[O:12])([CH3:15])[CH3:14] |f:0.1|. Procedure: 7.7 g of sodium hydride (free of oil) was added to 80 ml of dimethylformamide. 25 g of 2-methoxycarbonylcylopentanone was slowly added dropwise while cooling with ice. The reaction mixture was allowed to come to room temperature, whereupon 45 g of isopropyl iodide was added, followed by stirring for a further 3.5 hours at 70°-80° C. The reaction mixture thus obtained was poured into 400 ml of 10% hydrochloric acid solution and extracted with 100 ml of ethyl acetate. The organic layer was washed ... The reactants are N1=CN=CC(=C1)N (pyrimidin-5-amine), ClC(=O)OC1=CC=C(C=C1)[N+](=O)[O-] (4-nitrophenyl chloroformate). Run in N1=CN=CC=C1 (pyrimidine). Reaction conditions: time 8 hour. The product is N1=CN=CC(=C1)NC(OC1=CC=C(C=C1)[N+](=O)[O-])=O (4-Nitrophenyl pyrimidin-5-ylcarbamate). RXN SMILES: [N:1]1[CH:6]=[C:5]([NH2:7])[CH:4]=[N:3][CH:2]=1.Cl[C:9]([O:11][C:12]1[CH:17]=[CH:16][C:15]([N+:18]([O-:20])=[O:19])=[CH:14][CH:13]=1)=[O:10]>N1C=CC=NC=1>[N:1]1[CH:6]=[C:5]([NH:7][C:9](=[O:10])[O:11][C:12]2[CH:13]=[CH:14][C:15]([N+:18]([O-:20])=[O:19])=[CH:16][CH:17]=2)[CH:4]=[N:3][CH:2]=1. Procedure details: To a solution of pyrimidin-5-amine (190 mg, 2.0 mmol) in pyrimidine (3 mL) was added 4-nitrophenyl chloroformate (403 mg, 2.0 mmol). The resulting mixture was stirred at RT overnight, and then heated to 60° C. overnight. After cooling to RT, the solvent was removed under vacuum to give the title compound as a brown solid, which was used in the next step without further purification. MS (ESI, positive ion) m/z: 261 (M+H).